From a dataset of the Open Reaction Database (ORD), a public repository of structured organic reaction records. describe an organic reaction: reactants, conditions, products, and yield Starting materials: CC1(OCC(N1C(=O)OCC1=CC=CC=C1)(C(=O)OCC)CCCCB1OC(C(O1)(C)C)(C)C)C (3-benzyl 4-ethyl 2,2-dimethyl-4-(4-(4,4,5,5-tetramethyl-1,3,2-dioxaborolan-2-yl)butyl)oxazolidine-3,4-dicarboxylate), C[Si](C)(C)OS(=O)(=O)C(F)(F)F (trimethylsilyltrifluoromethane sulfonate). Solvent: ClCCl (dichloromethane). Run at temperature 0 celsius, time 30 minute. The product is C(C1=CC=CC=C1)OC(=O)NC(C(=O)OCC)(CCCCB1OC(C(O1)(C)C)(C)C)CO (ethyl 2-(benzyloxycarbonylamino)-2-(hydroxymethyl)-6-(4,4,5,5-tetramethyl-1,3,2-dioxaborolan-2-yl)hexanoate). The yield is 55.6%. RXN SMILES: CC1(C)[N:6]([C:7]([O:9][CH2:10][C:11]2[CH:16]=[CH:15][CH:14]=[CH:13][CH:12]=2)=[O:8])[C:5]([CH2:22][CH2:23][CH2:24][CH2:25][B:26]2[O:30][C:29]([CH3:32])([CH3:31])[C:28]([CH3:34])([CH3:33])[O:27]2)([C:17]([O:19][CH2:20][CH3:21])=[O:18])[CH2:4][O:3]1.C[Si](OS(C(F)(F)F)(=O)=O)(C)C>ClCCl>[CH2:10]([O:9][C:7]([NH:6][C:5]([CH2:4][OH:3])([CH2:22][CH2:23][CH2:24][CH2:25][B:26]1[O:30][C:29]([CH3:31])([CH3:32])[C:28]([CH3:34])([CH3:33])[O:27]1)[C:17]([O:19][CH2:20][CH3:21])=[O:18])=[O:8])[C:11]1[CH:12]=[CH:13][CH:14]=[CH:15][CH:16]=1. Procedure details: While under an argon atmosphere, a solution of 3-benzyl 4-ethyl 2,2-dimethyl-4-(4-(4,4,5,5-tetramethyl-1,3,2-dioxaborolan-2-yl)butyl)oxazolidine-3,4-dicarboxylate (350 mg, 0.72 mmol) in dichloromethane (5 mL) was cooled to −40° C. and carefully treated with trimethylsilyltrifluoromethane sulfonate (1.09 g, 4.29 mmol, 0.94 mL). After stirring for 30 minutes the solution was warmed to 0° C. and stirred an additional 2 h, concentrated and purified using a combiflash system (12 g silica gel column, ... Reactants: O=C([O-])[O-], CCI, CCC(C)=O, [K+], [K+], O, O=Cc1ccc(O)c(O)c1. Product: CCOc1ccc(C=O)cc1O. RXN SMILES: [C:1](=[O:2])([O-:3])[O-:4].[CH2:17]([CH3:18])[I:19].[CH3:20][C:21](=[O:22])[CH2:23][CH3:24].[K+:5].[K+:6].[OH2:25].[OH:7][c:8]1[cH:9][c:10]([CH:11]=[O:12])[cH:13][cH:14][c:15]1[OH:16]>>[OH:7][c:8]1[cH:9][c:10]([CH:11]=[O:12])[cH:13][cH:14][c:15]1[O:16][CH2:17][CH3:18].